This data is from the Open Reaction Database (ORD), a public repository of structured organic reaction records. The task is: describe an organic reaction: reactants, conditions, products, and yield Reactants: C(C)OC(C[C@H]1N(CCC1)C([C@@H](NC(=O)OC(C)(C)C)CCCCN)=O)=O (N- -BOC-L-lysyl-(S)-2-pyrrolidineacetic acid ethyl ester), C(C)OC(C(CCC1=CC=CC=C1)=O)=O (2-oxo-4-phenylbutyric acid ethyl ester). Yields the product C(=O)(O)C(CCC1=CC=CC=C1)N[C@@H](CCCCN)C(=O)N1[C@@H](CCC1)CC(=O)O (N-[1-(R,S)-carboxy-3-phenylpropyl]-L-lysyl-(S)-2-pyrrolidineacetic acid). RXN SMILES: C([O:3][C:4](=[O:27])[CH2:5][C@@H:6]1[CH2:10][CH2:9][CH2:8][N:7]1[C:11](=[O:26])[C@H:12]([CH2:21][CH2:22][CH2:23][CH2:24][NH2:25])[NH:13]C(OC(C)(C)C)=O)C.C([O:30][C:31](=[O:42])[C:32](=O)[CH2:33][CH2:34][C:35]1[CH:40]=[CH:39][CH:38]=[CH:37][CH:36]=1)C>>[C:31]([CH:32]([NH:13][C@H:12]([C:11]([N:7]1[CH2:8][CH2:9][CH2:10][C@H:6]1[CH2:5][C:4]([OH:27])=[O:3])=[O:26])[CH2:21][CH2:22][CH2:23][CH2:24][NH2:25])[CH2:33][CH2:34][C:35]1[CH:36]=[CH:37][CH:38]=[CH:39][CH:40]=1)([OH:30])=[O:42]. Procedure details: The product of Step A above is condensed with 2-oxo-4-phenylbutyric acid ethyl ester by the procedure of Example 1, Step E. The diastereomers are separated by silica gel chromatography. The individual diastereomers are converted into the corresponding diacids by saponification as in Example 2 and the -BOC group is removed in hydrogen chloride in ethyl acetate by the procedure of Example 1, Step D. The resulting hydrochloride salt is converted to the free base by absorbing on a strong acid ion ex... Reactants: [N+](=O)([O-])C=1C=C2CCC(NC2=C(C1)OC(C)=O)=O (6-nitro-8-acetoxy-3,4-dihydrocarbostyril). Solvent: Cl (Hydrochloric acid). Product: [N+](=O)([O-])C=1C=C2CCC(NC2=C(C1)O)=O (6-nitro-8-hydroxy-3,4-dihydrocarbostyril). Yield: 82.7%. As a reaction SMILES: [N+:1]([C:4]1[CH:5]=[C:6]2[C:11](=[C:12]([O:14]C(=O)C)[CH:13]=1)[NH:10][C:9](=[O:18])[CH2:8][CH2:7]2)([O-:3])=[O:2]>Cl>[N+:1]([C:4]1[CH:5]=[C:6]2[C:11](=[C:12]([OH:14])[CH:13]=1)[NH:10][C:9](=[O:18])[CH2:8][CH2:7]2)([O-:3])=[O:2]. Procedure details: Hydrochloric acid (200 ml) was added to 6-nitro-8-acetoxy-3,4-dihydrocarbostyril (20 g) and the mixture was refluxed for 4 hours. After ice cooling, crystals which precipitated were collected by filtration and recrystallized from methanol to give 13.76 g of 6-nitro-8-hydroxy-3,4-dihydrocarbostyril. Starting materials: solid, Cl.Cl.O1C=C(C=C2C1=CC=C2)C2N(CCCC2)CC[C@@H]2CC[C@H](CC2)N (trans-4-[2-(4-benzofuran-3-yl-piperidin-1-yl)-ethyl]-cyclohexylamine dihydrochloride), Cl.Cl.O1C=C(C=C2C1=CC=C2)C2N(CCCC2)CC[C@@H]2CC[C@H](CC2)N (trans-4-[2-(4-benzofuran-3-yl-piperidin-1-yl)-ethyl]-cyclohexylamine dihydrochloride), C(#N)CC(=O)O (2-cyano-acetic acid). Yields the product O1C=C(C=C2C1=CC=C2)C2N(CCCC2)CC[C@@H]2CC[C@H](CC2)NC(CC#N)=O (trans-N-{4-[2-(4-Benzofuran-3-yl-piperidin-1-yl)-ethyl]-cyclohexyl}-2-cyano-acetamide). As a reaction SMILES: Cl.Cl.[O:3]1[C:8]2=[CH:9][CH:10]=[CH:11][C:7]2=[CH:6][C:5]([CH:12]2[CH2:17][CH2:16][CH2:15][CH2:14][N:13]2[CH2:18][CH2:19][C@H:20]2[CH2:25][CH2:24][C@H:23]([NH2:26])[CH2:22][CH2:21]2)=[CH:4]1.[C:27]([CH2:29][C:30](O)=[O:31])#[N:28]>>[O:3]1[C:8]2=[CH:9][CH:10]=[CH:11][C:7]2=[CH:6][C:5]([CH:12]2[CH2:17][CH2:16][CH2:15][CH2:14][N:13]2[CH2:18][CH2:19][C@H:20]2[CH2:21][CH2:22][C@H:23]([NH:26][C:30](=[O:31])[CH2:29][C:27]#[N:28])[CH2:24][CH2:25]2)=[CH:4]1 |f:0.1.2|. Procedure details: The title compound, off-white solid (50 mg, 51%), MS (ISP) m/z=394.3 [(M+H)+], mp 186° C., was prepared in accordance with the general method of example 1 from trans-4-[2-(4-benzofuran-3-yl-piperidin-1-yl)-ethyl]-cyclohexylamine dihydrochloride (intermediate A) (100 mg, 0.25 mmol) and 2-cyano-acetic acid.